From a dataset of the Open Reaction Database (ORD), a public repository of structured organic reaction records. describe an organic reaction: reactants, conditions, products, and yield Product: C(C)OC(=O)C1CCC(CC1)CC(=O)O (2-(4-(ethoxycarbonyl)cyclohexyl)acetic acid). Conditions: time 2 hour. Reaction SMILES: C([O:5][C:6](=[O:19])[CH2:7][CH:8]1[CH2:13][CH2:12][CH:11]([C:14]([O:16][CH2:17][CH3:18])=[O:15])[CH2:10][CH2:9]1)(C)(C)C.Cl>O1CCOCC1>[CH2:17]([O:16][C:14]([CH:11]1[CH2:12][CH2:13][CH:8]([CH2:7][C:6]([OH:19])=[O:5])[CH2:9][CH2:10]1)=[O:15])[CH3:18]. Starting materials: C(C)(C)(C)OC(CC1CCC(CC1)C(=O)OCC)=O (ethyl 4-(2-tert-butoxy-2-oxoethyl)cyclohexanecarboxylate), Cl (HCl). Run in O1CCOCC1 (1,4-dioxane). Procedure: To a 100 mL round-bottom flask was charged ethyl 4-(2-tert-butoxy-2-oxoethyl)cyclohexanecarboxylate (Int-4b, 2.00 g, 7.40 mmol) and 4N HCl in 1,4-dioxane. The resulting solution was stirred at room temperature for 2 hours. At this point the solvent was removed in vacuo and the resulting residue was diluted with DCM and washed with H2O. The organic layer was dried over Na2SO4 and reduced in vacuo. The resulting residue was taken on without further purification.